Task: describe an organic reaction: reactants, conditions, products, and yield. Dataset: the Open Reaction Database (ORD), a public repository of structured organic reaction records Reactants: COC1=C(C=CC(=C1)[N+](=O)[O-])CC(=O)O (2-(2-methoxy-4-nitrophenyl)acetic acid), CO.ClCCl (methanol dichloromethane). Reaction conditions: time 10 minute. Yields the product COC1=C(C=CC(=C1)[N+](=O)[O-])CC(=O)OC (methyl 2-(2-methoxy-4-nitrophenyl)acetate). Reaction SMILES: [CH3:1][O:2][C:3]1[CH:8]=[C:7]([N+:9]([O-:11])=[O:10])[CH:6]=[CH:5][C:4]=1[CH2:12][C:13]([OH:15])=[O:14].CO.Cl[CH2:19]Cl>>[CH3:1][O:2][C:3]1[CH:8]=[C:7]([N+:9]([O-:11])=[O:10])[CH:6]=[CH:5][C:4]=1[CH2:12][C:13]([O:15][CH3:19])=[O:14] |f:1.2|. Procedure details: To a solution of 2-(2-methoxy-4-nitrophenyl)acetic acid (step 2, 1.2 g, 5.5 mmol) in methanol/dichloromethane (11 ml, 1/1) was added trimethylsillyldiazomethane (2 M, 5.6 ml, 11.8 mmol) and stirred for 10 min at room temperature. The mixture was quenched with saturated citric acid aqueous solution and the extracted with ethyl acetate (3×20 ml). The organic layer was washed with brine, dried (MgSO4) and concentrated to give 1.2 g of title compound as orange solid. The reactants are CCn1c(CO)cc2ccc(C#N)cc21, ClCCl, BrP(Br)Br. The product is CCn1c(CBr)cc2ccc(C#N)cc21. Reaction SMILES: [CH2:5]([CH3:6])[n:7]1[c:8]([CH2:18][OH:19])[cH:9][c:10]2[cH:11][cH:12][c:13]([C:16]#[N:17])[cH:14][c:15]12.[Cl:20][CH2:21][Cl:22].[P:1]([Br:2])([Br:3])[Br:4]>>[Br:2][CH2:18][c:8]1[n:7]([CH2:5][CH3:6])[c:15]2[c:10]([cH:9]1)[cH:11][cH:12][c:13]([C:16]#[N:17])[cH:14]2. Product: C(#N)C1=CC=C(COC=2C=C(C(=O)N)C=CC2)C=C1 (3-(4-Cyanobenzyloxy)benzamide). Reactants: C([O-])([O-])=O.[K+].[K+] (potassium carbonate), C(#N)C1=CC=C(CBr)C=C1 (4-cyanobenzyl bromide), OC=1C=C(C(=O)N)C=CC1 (3-hydroxybenzamide). The solvent is C(C)#N (acetonitrile). RXN SMILES: [OH:1][C:2]1[CH:3]=[C:4]([CH:8]=[CH:9][CH:10]=1)[C:5]([NH2:7])=[O:6].C(=O)([O-])[O-].[K+].[K+].[C:17]([C:19]1[CH:26]=[CH:25][C:22]([CH2:23]Br)=[CH:21][CH:20]=1)#[N:18]>C(#N)C>[C:17]([C:19]1[CH:26]=[CH:25][C:22]([CH2:23][O:1][C:2]2[CH:3]=[C:4]([CH:8]=[CH:9][CH:10]=2)[C:5]([NH2:7])=[O:6])=[CH:21][CH:20]=1)#[N:18] |f:1.2.3|. Reported procedure: 3-hydroxybenzamide (0.137 g; 1 mmol) was dissolved in anhydrous acetonitrile (20 ml) under a nitrogen atmosphere. To this was added potassium carbonate (0.138 g; 1 mmol) and 4-cyanobenzyl bromide (0.138 g; 1 mmol). This was left to reflux for 5 hours.